Dataset: the Open Reaction Database (ORD), a public repository of structured organic reaction records. Task: describe an organic reaction: reactants, conditions, products, and yield Reactants: N1C=C(C2=CC=CC=C12)C=O (1H-indole-3-carbaldehyde), C1(=CC=CC=C1)C1=CC=2N=CN=C(C2S1)NC1=CC=C(C=C1)N (N-(6-Phenyl-thieno[3,2-d]pyrimidin-4-yl)-benzene-1,4-diamine). The product is N1C=C(C2=CC=CC=C12)CNC1=CC=C(C=C1)NC=1C2=C(N=CN1)C=C(S2)C2=CC=CC=C2 (N-(1H-Indol-3-ylmethyl)-N′-(6-phenyl-thieno[3,2-d]pyrimidin-4-yl)-benzene-1,4-diamine). As a reaction SMILES: [NH:1]1[C:9]2[C:4](=[CH:5][CH:6]=[CH:7][CH:8]=2)[C:3]([CH:10]=O)=[CH:2]1.[C:12]1([C:18]2[S:26][C:25]3[C:24]([NH:27][C:28]4[CH:33]=[CH:32][C:31]([NH2:34])=[CH:30][CH:29]=4)=[N:23][CH:22]=[N:21][C:20]=3[CH:19]=2)[CH:17]=[CH:16][CH:15]=[CH:14][CH:13]=1>>[NH:1]1[C:9]2[C:4](=[CH:5][CH:6]=[CH:7][CH:8]=2)[C:3]([CH2:10][NH:34][C:31]2[CH:30]=[CH:29][C:28]([NH:27][C:24]3[C:25]4[S:26][C:18]([C:12]5[CH:17]=[CH:16][CH:15]=[CH:14][CH:13]=5)=[CH:19][C:20]=4[N:21]=[CH:22][N:23]=3)=[CH:33][CH:32]=2)=[CH:2]1. Procedure: The title compound was prepared from 1H-indole-3-carbaldehyde(12 mg, 0.079 mmol) and N-(6-Phenyl-thieno[3,2-d]pyrimidin-4-yl)-benzene-1,4-diamine (150 mg, 0.471 mmol) by a procedure analogous to example 73. RP18-HPLC RT: 6.932 minutes; API MS: 448.20 (M+1) MP: 259-261° C. Reactants: C(CCC)C(C(=O)O)CNCCC(=O)O (butyl imino dipropionic acid), C(CN(CC(=O)O)CC(=O)O)N(CC(=O)O)CC(=O)O (EDTA), OO (hydrogen peroxide). Run in O (H2O). Run at temperature 50 celsius. Product: C(CCC)C(C(=[O+][O-])O)CNCCC(=O)O (butyl imino dipropionic acid oxide). As a reaction SMILES: [CH2:1]([CH:5]([CH2:9][NH:10][CH2:11][CH2:12][C:13]([OH:15])=[O:14])[C:6]([OH:8])=[O:7])[CH2:2][CH2:3][CH3:4].C(N(CC(O)=O)CC(O)=O)CN(CC(O)=O)CC(O)=[O:21].OO>O>[CH2:1]([CH:5]([CH2:9][NH:10][CH2:11][CH2:12][C:13]([OH:15])=[O:14])[C:6]([OH:8])=[O+:7][O-:21])[CH2:2][CH2:3][CH3:4]. Reported procedure: 100 g butyl imino dipropionic acid (0.46 mol) from example 7a was dissolved in 100 g H2O, whereupon 0.10 g EDTA was added and the temperature was increased to 50° C. After 30 minutes 3.2 g (0.475 mol) 50% hydrogen peroxide was added by drops during 20 minutes and the mixture reacted for 2 hours at 75° C. under a reflux cooler. Then the water was evaporated at 40° C. until a slightly yellow-brown oil formed.